Dataset: the Open Reaction Database (ORD), a public repository of structured organic reaction records. Task: describe an organic reaction: reactants, conditions, products, and yield Reactants: COC1=C(C=C(C=C1)C)S(=O)(=O)C=1C=C(C2=C(C=CO2)C1)CO ({5-[(2-Methoxy-5-methylphenyl)sulfonyl]-1-benzofuran-7-yl}methanol), CC1=CC=C(C=C1)S(=O)(=O)C=1C=C(C2=C(C=CO2)C1)C(=O)OC (Methyl 5-[(4-methylphenyl)sulfonyl]-1-benzofuran-7-carboxylate). Reaction SMILES: COC1C=CC(C)=CC=1S(C1C=C(CO)C2OC=CC=2C=1)(=O)=O.[CH3:24][C:25]1[CH:30]=[CH:29][C:28]([S:31]([C:34]2[CH:35]=[C:36]([C:43](OC)=[O:44])[C:37]3[O:41][CH:40]=[CH:39][C:38]=3[CH:42]=2)(=[O:33])=[O:32])=[CH:27][CH:26]=1>>[CH3:24][C:25]1[CH:26]=[CH:27][C:28]([S:31]([C:34]2[CH:35]=[C:36]([CH2:43][OH:44])[C:37]3[O:41][CH:40]=[CH:39][C:38]=3[CH:42]=2)(=[O:33])=[O:32])=[CH:29][CH:30]=1. Product: CC1=CC=C(C=C1)S(=O)(=O)C=1C=C(C2=C(C=CO2)C1)CO ((5-[(4-Methylphenyl)sulfonyl]-1-benzofuran-7-yl)methanol). Reported procedure: The title compound was prepared according to the procedure of Intermediate 68 starting from methyl 5-[(4-methylphenyl)sulfonyl]-1-benzofuran-7-carboxylate (62 mg, 0.19 mmol; obtained in Step 2). MS (ESI+) for C16H14O4S m/z 303 (M+H)+. Reactants: CN(C)C=O, Cc1nsc(NC(=O)C(C)c2ccc(O)c([N+](=O)[O-])c2)c1Cl. Yields the product Cc1nsc(NC(=O)C(C)c2ccc(O)c(N)c2)c1Cl. As a reaction SMILES: [CH3:23][N:24]([CH3:25])[CH:26]=[O:27].[Cl:1][c:2]1[c:3]([CH3:22])[n:4][s:5][c:6]1[NH:7][C:8]([CH:9]([CH3:10])[c:11]1[cH:12][c:13]([N+:18]([O-:19])=[O:20])[c:14]([OH:17])[cH:15][cH:16]1)=[O:21]>>[Cl:1][c:2]1[c:3]([CH3:22])[n:4][s:5][c:6]1[NH:7][C:8]([CH:9]([CH3:10])[c:11]1[cH:12][c:13]([NH2:18])[c:14]([OH:17])[cH:15][cH:16]1)=[O:21]. The reactants are NCCN1N=C(C=C1)C1=CC(=C(C#N)C=C1)[N+](=O)[O-] (4-(1-(2-aminoethyl)-1H-pyrazol-3-yl)-2-nitrobenzonitrile), N1=CC(=CC=C1)C1=NNC(=C1)C(=O)O (3-(pyridin-3-yl)-1H-pyrazole-5-carboxylic acid). Yields the product C(#N)C1=C(C=C(C=C1)C1=NN(C=C1)CCNC(=O)C1=NNC(=C1)C=1C=NC=CC1)[N+](=O)[O-] (N-(2-(3-(4-cyano-3-nitrophenyl)-1H-pyrazol-1-yl)ethyl)-5-(pyridin-3-yl)-1H-pyrazole-3-carboxamide). RXN SMILES: [NH2:1][CH2:2][CH2:3][N:4]1[CH:8]=[CH:7][C:6]([C:9]2[CH:16]=[CH:15][C:12]([C:13]#[N:14])=[C:11]([N+:17]([O-:19])=[O:18])[CH:10]=2)=[N:5]1.[N:20]1[CH:25]=[CH:24][CH:23]=[C:22]([C:26]2[CH:30]=[C:29]([C:31](O)=[O:32])[NH:28][N:27]=2)[CH:21]=1>>[C:13]([C:12]1[CH:15]=[CH:16][C:9]([C:6]2[CH:7]=[CH:8][N:4]([CH2:3][CH2:2][NH:1][C:31]([C:29]3[CH:30]=[C:26]([C:22]4[CH:21]=[N:20][CH:25]=[CH:24][CH:23]=4)[NH:27][N:28]=3)=[O:32])[N:5]=2)=[CH:10][C:11]=1[N+:17]([O-:19])=[O:18])#[N:14]. Procedure: The title compound was prepared from 4-(1-(2-aminoethyl)-1H-pyrazol-3-yl)-2-nitrobenzonitrile (50 mg) and 3-(pyridin-3-yl)-1H-pyrazole-5-carboxylic acid (44 mg) using the method of Example 34(d). Yield 27 mg. 1H-NMR (400 MHz; d6-DMSO): δ 3.74 (m, 2H), 4.42 (t, 2H), 7.07 (d, 1H), 7.17-7.28 (m, 1H), 7.50 (m, 1H), 7.90 (s, 1H), 8.05-8.20 (m, 2H), 8.31-8.42 (m, 1H), 8.52-8.59 (m, 1H), 8.69 (d, 1H), 8.92-9.04 (m, 1H), 13.79 (s, 1H). The reactants are ClCC(=O)NC1=CC=C2C=NNC2=C1 (2-chloro-N-(1H-indazol-6-yl)-acetamide), FC1=CC=C(CC2CCNCC2)C=C1 (4-(4-fluoro-benzyl)-piperidine). The solvent is C(C)OCC (diethylether). Product: FC1=CC=C(CC2CCN(CC2)CC(=O)NC2=CC=C3C=NNC3=C2)C=C1 (2-[4-(4-Fluoro-benzyl)-piperidin-1-yl]-N-(1H-indazol-6-yl)-acetamide). RXN SMILES: Cl[CH2:2][C:3]([NH:5][C:6]1[CH:14]=[C:13]2[C:9]([CH:10]=[N:11][NH:12]2)=[CH:8][CH:7]=1)=[O:4].[F:15][C:16]1[CH:28]=[CH:27][C:19]([CH2:20][CH:21]2[CH2:26][CH2:25][NH:24][CH2:23][CH2:22]2)=[CH:18][CH:17]=1>C(OCC)C>[F:15][C:16]1[CH:17]=[CH:18][C:19]([CH2:20][CH:21]2[CH2:22][CH2:23][N:24]([CH2:2][C:3]([NH:5][C:6]3[CH:14]=[C:13]4[C:9]([CH:10]=[N:11][NH:12]4)=[CH:8][CH:7]=3)=[O:4])[CH2:25][CH2:26]2)=[CH:27][CH:28]=1. Procedure: The title compound is prepared from 2-chloro-N-(1H-indazol-6-yl)-acetamide and 4-(4-fluoro-benzyl)-piperidine according to the method described in Example 142b. Melting Point: 135-137° C. (diethylether) Starting materials: CCO, O=C(c1ccc(Cl)cc1)c1ccc(CBr)cc1, [Na+], [OH-], O, Cn1c(S)nc2ccccc2c1=O. The product is Cn1c(SCc2ccc(C(=O)c3ccc(Cl)cc3)cc2)nc2ccccc2c1=O. RXN SMILES: [CH3:33][CH2:34][OH:35].[Cl:16][c:17]1[cH:18][cH:19][c:20]([C:21](=[O:22])[c:23]2[cH:24][cH:25][c:26]([CH2:27][Br:28])[cH:29][cH:30]2)[cH:31][cH:32]1.[Na+:15].[OH-:14].[OH2:36].[SH:1][c:2]1[n:3][c:4]2[cH:5][cH:6][cH:7][cH:8][c:9]2[c:10](=[O:13])[n:11]1[CH3:12]>>[S:1]([c:2]1[n:3][c:4]2[cH:5][cH:6][cH:7][cH:8][c:9]2[c:10](=[O:13])[n:11]1[CH3:12])[CH2:27][c:26]1[cH:25][cH:24][c:23]([C:21]([c:20]2[cH:19][cH:18][c:17]([Cl:16])[cH:32][cH:31]2)=[O:22])[cH:30][cH:29]1. The reactants are O=C(O)c1cc(Cl)ccc1COc1cc(F)cc(F)c1, Cl, COC(=O)c1ccc(C(C)N)cc1. Product: COC(=O)c1ccc(C(C)NC(=O)c2cc(Cl)ccc2COc2cc(F)cc(F)c2)cc1. As a reaction SMILES: [Cl:1][c:2]1[cH:3][cH:4][c:5]([CH2:11][O:12][c:13]2[cH:14][c:15]([F:20])[cH:16][c:17]([F:19])[cH:18]2)[c:6]([C:7](=[O:8])[OH:9])[cH:10]1.[ClH:21].[NH2:22][CH:23]([CH3:24])[c:25]1[cH:26][cH:27][c:28]([C:29](=[O:30])[O:31][CH3:32])[cH:33][cH:34]1>>[Cl:1][c:2]1[cH:3][cH:4][c:5]([CH2:11][O:12][c:13]2[cH:14][c:15]([F:20])[cH:16][c:17]([F:19])[cH:18]2)[c:6]([C:7](=[O:9])[NH:22][CH:23]([CH3:24])[c:25]2[cH:26][cH:27][c:28]([C:29](=[O:30])[O:31][CH3:32])[cH:33][cH:34]2)[cH:10]1. The reactants are C(=CC1=CC=CC=C1)C1=NC2=C(N1)C=CC=C2 (2-styryl-1H-benzimidazole), ClC1=NC=CC(=N1)C(F)(F)F (2-Chloro-4-trifluromethyl-pyrimidine), N1=C(C=CC=C1)N1C(=NC2=C1C=CC=C2)\C=C\C2=CC=CC=C2 ((E)-1-(2-pyridyl)-2-styryl-1H-benzimidazole), C(C(=O)O)(=O)O (oxalic acid). Run in C(C)(=O)OCC (ethyl acetate). Yields the product C(C(=O)O)(=O)O.C(=C\C1=CC=CC=C1)/C1=NC2=C(N1C1=NC=CC(=N1)C(F)(F)F)C=CC=C2 ((E)-2-Styryl-1-(4-trifloromethyl-2-Pyrimidyl)-1H-benzimidazole oxalate). RXN SMILES: [CH:1]([C:9]1[NH:13][C:12]2[CH:14]=[CH:15][CH:16]=[CH:17][C:11]=2[N:10]=1)=[CH:2][C:3]1[CH:8]=[CH:7][CH:6]=[CH:5][CH:4]=1.Cl[C:19]1[N:24]=[C:23]([C:25]([F:28])([F:27])[F:26])[CH:22]=[CH:21][N:20]=1.N1C=CC=CC=1N1C2C=CC=CC=2N=C1/C=C/C1C=CC=CC=1.[C:52]([OH:57])(=[O:56])[C:53]([OH:55])=[O:54]>C(OCC)(=O)C>[C:52]([OH:57])(=[O:56])[C:53]([OH:55])=[O:54].[CH:1](/[C:9]1[N:10]([C:19]2[N:24]=[C:23]([C:25]([F:28])([F:27])[F:26])[CH:22]=[CH:21][N:20]=2)[C:11]2[CH:17]=[CH:16][CH:15]=[CH:14][C:12]=2[N:13]=1)=[CH:2]\[C:3]1[CH:4]=[CH:5][CH:6]=[CH:7][CH:8]=1 |f:5.6|. Reported procedure: Free base of the titled compound was prepared from 2-styryl-1H-benzimidazole and 2-Chloro-4-trifluromethyl-pyrimidine according to the preparation of (E)-1-(2-pyridyl)-2-styryl-1H-benzimidazole (Example 1, method B). The free base and oxalic acid were dissolved into ethyl acetate. Concentration and recrystallization from ethyl acetate/n-hexane yielded the titled compound. MW: 411.37; mp: 189.0-191.0° C.; 1H-NMR (DMSO) δ: 9.42 (1H, d, J=4.8 Hz), 8.20-8.13 (1H, m), 8.10 (1H, dd, J=4.8, 1.3 Hz), 8.... Starting materials: C(C)(C)OC1=CC=C(C=C1)C1=NC(=CC(=C1)O[C@@H]1C[C@@H]2N(C([C@H]([C@@H](C[C@@H](CC\C=C/[C@H]3[C@](NC2=O)(C3)C(NS(=O)(=O)C3(CC3)C)=O)C)C)NC(OC(C(F)(F)F)(C)C)=O)=O)C1)C1=NC=CN=C1 (1,1,1-trifluoro-2-methylpropan-2-yl ((2R,6S,7R,9R,13aS,14aR,16aS,Z)-2-((2-(4-isopropoxyphenyl)-6-(pyrazin-2-yl)pyridin-4-yl)oxy)-7,9-dimethyl-14a-(((1-methylcyclopropyl)sulfonyl)carbamoyl)-5,16-dioxo-1,2,3,5,6,7,8,9,10,11,13a,14,14a,15,16,16a-hexadecahydrocyclopropa[e]pyrrolo[1,2-a][1,4]diazacyclopentadecin-6-yl)carbamate), C1(CC1)S(=O)(=O)NC(=O)[C@]12NC([C@H]3N(C([C@H]([C@@H](CC(CC\C=C/[C@@H]1C2)C)CC)NC(OC(C)(C)C)=O)=O)C[C@@H](C3)O)=O (tert-butyl ((2R,6S,7R,13aS,14aR,16aS,Z)-14a-((cyclopropylsulfonyl)carbamoyl)-7-ethyl-2-hydroxy-9-methyl-5,16-dioxo-1,2,3,5,6,7,8,9,10,11,13a,14,14a,15,16,16a-hexadecahydrocyclopropa[e]pyrrolo[1,2-a][1,4]diazacyclopentadecin-6-yl)carbamate), O[C@@H]1C[C@@H]2N(C([C@H]([C@@H](CC(CC\C=C/[C@H]3[C@](NC2=O)(C3)C(NS(=O)(=O)C3(CC3)C)=O)C)C)NC(OC(C)(C)C)=O)=O)C1 (tert-butyl ((2R,6S,7R,13aS,14aR,16aS,Z)-2-hydroxy-7,9-dimethyl-14a-(((1-methylcyclopropyl)sulfonyl)carbamoyl)-5,16-dioxo-1,2,3,5,6,7,8,9,10,11,13a,14,14a,15,16,16a-hexadecahydrocyclopropa[e]pyrrolo[1,2-a][1,4]diazacyclopentadecin-6-yl)carbamate), C(C)(C)OC1=CC=C(C=C1)C1=NC(=CC(=C1)O[C@@H]1C[C@@H]2N(C([C@H]([C@@H](C[C@@H](CC\C=C/[C@H]3[C@](NC2=O)(C3)C(NS(=O)(=O)C3(CC3)C)=O)C)C)NC(OC(C(F)(F)F)(C)C)=O)=O)C1)C1=NC=CN=C1 (1,1,1-trifluoro-2-methylpropan-2-yl ((2R,6S,7R,9R,13aS,14aR,16aS,Z)-2-((2-(4-isopropoxyphenyl)-6-(pyrazin-2-yl)pyridin-4-yl)oxy)-7,9-dimethyl-14a-(((1-methylcyclopropyl)sulfonyl)carbamoyl)-5,16-dioxo-1,2,3,5,6,7,8,9,10,11,13a,14,14a,15,16,16a-hexadecahydrocyclopropa[e]pyrrolo[1,2-a][1,4]diazacyclopentadecin-6-yl)carbamate), C(N)(OC(C)(C)C)=O (tert-butyl carbamate), O[C@@H]1C[C@@H]2N(C([C@H]([C@@H](CC(CC\C=C/[C@H]3[C@](NC2=O)(C3)C(NS(=O)(=O)C3(CC3)C)=O)C)C)NC(OC(C)(C)C)=O)=O)C1 (tert-butyl ((2R,6S,7R,13aS,14aR,16aS,Z)-2-hydroxy-7,9-dimethyl-14a-(((1-methylcyclopropyl)sulfonyl)carbamoyl)-5,16-dioxo-1,2,3,5,6,7,8,9,10,11,13a,14,14a,15,16,16a-hexadecahydrocyclopropa[e]pyrrolo[1,2-a][1,4]diazacyclopentadecin-6-yl)carbamate), O[C@@H]1C[C@@H]2N(C([C@H]([C@@H](CC(CC\C=C/[C@H]3[C@](NC2=O)(C3)C(NS(=O)(=O)C3(CC3)C)=O)C)C)NC(OC(C)(C)C)=O)=O)C1 (tert-butyl ((2R,6S,7R,13aS,14aR,16aS,Z)-2-hydroxy-7,9-dimethyl-14a-(((1-methylcyclopropyl)sulfonyl)carbamoyl)-5,16-dioxo-1,2,3,5,6,7,8,9,10,11,13a,14,14a,15,16,16a-hexadecahydrocyclopropa[e]pyrrolo[1,2-a][1,4]diazacyclopentadecin-6-yl)carbamate), C1(CC1)S(=O)(=O)NC(=O)[C@]12NC([C@H]3N(C([C@H]([C@@H](CC(CC\C=C/[C@@H]1C2)C)C)NC(OC(C)(C)C)=O)=O)C[C@@H](C3)O)=O (tert-butyl ((2R,6S,7R,13aS,14aR,16aS,Z)-14a-((cyclopropylsulfonyl)carbamoyl)-2-hydroxy-7,9-dimethyl-5,16-dioxo-1,2,3,5,6,7,8,9,10,11,13a,14,14a,15,16,16a-hexadecahydrocyclopropa[e]pyrrolo[1,2-a][1,4]diazacyclopentadecin-6-yl)carbamate). Yields the product C(C)(C)OC1=CC=C(C=C1)C1=NC(=CC(=C1)O[C@@H]1C[C@@H]2N(C([C@H]([C@@H](C[C@H](CC\C=C/[C@H]3[C@](NC2=O)(C3)C(NS(=O)(=O)C3(CC3)C)=O)C)C)NC(OC(C(F)(F)F)(C)C)=O)=O)C1)C1=NC=CN=C1 (1,1,1-trifluoro-2-methylpropan-2-yl ((2R,6S,7R,9S,13aS,14aR,16aS,Z)-2-((2-(4-isopropoxyphenyl)-6-(pyrazin-2-yl)pyridin-4-yl)oxy)-7,9-dimethyl-14a-(((1-methylcyclopropyl)sulfonyl)carbamoyl)-5,16-dioxo-1,2,3,5,6,7,8,9,10,11,13a,14,14a,15,16,16a-hexadecahydrocyclopropa[e]pyrrolo[1,2-a][1,4]diazacyclopentadecin-6-yl)carbamate). RXN SMILES: [CH:1]([O:4][C:5]1[CH:10]=[CH:9][C:8]([C:11]2[CH:16]=[C:15]([O:17][C@H:18]3[CH2:61][N:21]4[C:22](=[O:60])[C@@H:23]([NH:49][C:50](=[O:59])[O:51][C:52]([CH3:58])([CH3:57])[C:53]([F:56])([F:55])[F:54])[C@H:24]([CH3:48])[CH2:25][C@H:26]([CH3:47])[CH2:27][CH2:28][CH:29]=[CH:30][C@@H:31]5[CH2:36][C@@:32]5([C:37](=[O:46])[NH:38][S:39]([C:42]5([CH3:45])[CH2:44][CH2:43]5)(=[O:41])=[O:40])[NH:33][C:34](=[O:35])[C@@H:20]4[CH2:19]3)[CH:14]=[C:13]([C:62]3[CH:67]=[N:66][CH:65]=[CH:64][N:63]=3)[N:12]=2)=[CH:7][CH:6]=1)([CH3:3])[CH3:2].O[C@H]1CN2C(=O)[C@@H](NC(=O)OC(C)(C)C)[C@H](C)CC(C)CCC=C[C@@H]3C[C@@]3(C(=O)NS(C3(C)CC3)(=O)=O)NC(=O)[C@@H]2C1.C1(S(NC([C@@]23C[C@H]2C=CCCC(C)C[C@@H](CC)[C@H](NC(=O)OC(C)(C)C)C(=O)N2C[C@H](O)C[C@H]2C(=O)N3)=O)(=O)=O)CC1.C1(S(NC([C@@]23C[C@H]2C=CCCC(C)C[C@@H](C)[C@H](NC(=O)OC(C)(C)C)C(=O)N2C[C@H](O)C[C@H]2C(=O)N3)=O)(=O)=O)CC1.C(=O)(OC(C)(C)C)N>>[CH:1]([O:4][C:5]1[CH:10]=[CH:9][C:8]([C:11]2[CH:16]=[C:15]([O:17][C@H:18]3[CH2:61][N:21]4[C:22](=[O:60])[C@@H:23]([NH:49][C:50](=[O:59])[O:51][C:52]([CH3:58])([CH3:57])[C:53]([F:56])([F:54])[F:55])[C@H:24]([CH3:48])[CH2:25][C@@H:26]([CH3:47])[CH2:27][CH2:28][CH:29]=[CH:30][C@@H:31]5[CH2:36][C@@:32]5([C:37](=[O:46])[NH:38][S:39]([C:42]5([CH3:45])[CH2:43][CH2:44]5)(=[O:41])=[O:40])[NH:33][C:34](=[O:35])[C@@H:20]4[CH2:19]3)[CH:14]=[C:13]([C:62]3[CH:67]=[N:66][CH:65]=[CH:64][N:63]=3)[N:12]=2)=[CH:7][CH:6]=1)([CH3:2])[CH3:3]. Procedure details: Regarding the general synthesis of Compound 1001: The following intermediates are interchangeable with tert-butyl ((2R,6S,7R,13aS,14aR,16aS,Z)-2-hydroxy-7,9-dimethyl-14a-(((1-methylcyclopropyl)sulfonyl)carbamoyl)-5,16-dioxo-1,2,3,5,6,7,8,9,10,11,13a,14,14a,15,16,16a-hexadecahydrocyclopropa[e]pyrrolo[1,2-a][1,4]diazacyclopentadecin-6-yl)carbamate in step 1 of the synthesis pathway: tert-butyl ((2R,6S,7R,13aS,14aR,16aS,Z)-2-hydroxy-7,9-dimethyl-14a-(((1-methylcyclopropyl)sulfonyl)carbamoyl)-5,16-d... The reactants are COC=1C=C(C(=O)C2=CC(=C(C=C2)OC)OC)C=CC1OC (3,4,3',4'-tetramethoxybenzophenone), [Cl-].[Al+3].[Cl-].[Cl-] (aluminum chloride), COC1=C(C(=O)Cl)C(=CC=C1)OC (2,6-dimethoxybenzoyl chloride), C=1(C(OC)=CC=CC1)OC (veratrole). The product is COC1=C(C(=CC=C1)OC)C(C1=CC(=C(C=C1)OC)OC)=O (2',6',3,4-Tetramethoxybenzophenone), product. Isolated yield 70.0%. As a reaction SMILES: COC1C=C(C=CC=1OC)C(C1C=CC(OC)=C(OC)C=1)=O.[C:23]1([O:31][CH3:32])[C:24](=[CH:27][CH:28]=[CH:29][CH:30]=1)[O:25][CH3:26].[Cl-].[Al+3].[Cl-].[Cl-].[CH3:37][O:38][C:39]1[CH:47]=[CH:46][CH:45]=[C:44]([O:48][CH3:49])[C:40]=1[C:41](Cl)=[O:42]>>[CH3:49][O:48][C:44]1[CH:45]=[CH:46][CH:47]=[C:39]([O:38][CH3:37])[C:40]=1[C:41](=[O:42])[C:29]1[CH:28]=[CH:27][C:24]([O:25][CH3:26])=[C:23]([O:31][CH3:32])[CH:30]=1 |f:2.3.4.5|. Reported procedure: 2',6',3,4-Tetramethoxybenzophenone was prepared analogously to 3,4,3',4'-tetramethoxybenzophenone except using veratrole (1.3 mL, 10 mmol), aluminum chloride (1.47 g, 11 mmol) and 2,6-dimethoxybenzoyl chloride (2.0 mL, 10 mmol) with a reaction time of 24 hours at room temperature. The crude mixture was purified by flash column chromatography (silica gel, 4% ethyl acetate/methylene chloride) to afford 2.11 g (70%) of the product as a white solid: mp 128-129° C.; 1H NMR (CDCl3) δ 7.66-7.60 (m, 1 H...